From a dataset of the Open Reaction Database (ORD), a public repository of structured organic reaction records. describe an organic reaction: reactants, conditions, products, and yield Reactants: Br, CS(C)=O, O=C(Cc1ccncc1)c1cccc(F)c1, [Na+], [Na+], O=C([O-])[O-], O. Product: O=C(C(=O)c1cccc(F)c1)c1ccncc1. Reaction SMILES: [BrH:1].[CH3:25][S:26]([CH3:27])=[O:28].[F:2][c:3]1[cH:4][c:5]([C:9]([CH2:10][c:11]2[cH:12][cH:13][n:14][cH:15][cH:16]2)=[O:17])[cH:6][cH:7][cH:8]1.[Na+:19].[Na+:20].[O-:21][C:22](=[O:23])[O-:24].[OH2:18]>>[F:2][c:3]1[cH:4][c:5]([C:9]([C:10]([c:11]2[cH:12][cH:13][n:14][cH:15][cH:16]2)=[O:21])=[O:17])[cH:6][cH:7][cH:8]1. Run at temperature 25 celsius, time 30 minute. The product is CC=1OC=CC1SCC1=NC=CC=C1 ((2-METHYL-3-FURYL)(2-PYRIDYLMETHYL)SULFIDE). The reactants are CC=1OC=CC1S (2-methyl-3-furan thiol), Cl.N1=C(C=CC=C1)CCl (picolyl chloride hydrochloride), 3, O (water), C[O-].[Na+] (sodium methoxide). Procedure details: Into a 25 ml 3 neck round bottom flask equipped with magnetic stirrer, pot thermometer, Y tube, nitrogen inlet tube, reflux condenser and heating mantle is placed a solution of 0.54 g (0.01 moles) of sodium methoxide dissolved in 3 ml absolute methanol. The reaction mass is maintained at 25° -30° C and a solution of 0.57 g (0.005 moles) of 2-methyl-3-furan thiol in 3 ml absolute methanol is added to the reaction mass. While maintaining the reaction mass at 25° C, picolyl chloride hydrochloride (... Run in CO (methanol), CO (methanol), CCCCCC (n-hexane), CO (methanol). RXN SMILES: C[O-].[Na+].[CH3:4][C:5]1[O:6][CH:7]=[CH:8][C:9]=1[SH:10].Cl.[N:12]1[CH:17]=[CH:16][CH:15]=[CH:14][C:13]=1[CH2:18]Cl.O>CO.CCCCCC>[CH3:4][C:5]1[O:6][CH:7]=[CH:8][C:9]=1[S:10][CH2:18][C:13]1[CH:14]=[CH:15][CH:16]=[CH:17][N:12]=1 |f:0.1,3.4|. Starting materials: BrC=1C=C2C(=NC(=NC2=CC1)C1=C(C=CC=C1)O)N[C@@H]1CN(CC1)C(=O)OC(C)(C)C ((S)-tert-butyl 3-(6-bromo-2-(2-hydroxyphenyl)quinazolin-4-ylamino)pyrrolidine-1-carboxylate), OC1=C(C=CC=C1)C1=NC2=CC=C(C=C2C(=N1)N[C@@H]1CN(CC1)C(=O)OC(C)(C)C)C#CCO ((S)-tert-Butyl 3-(2-(2-hydroxyphenyl)-6-(3-hydroxyprop-1-ynyl)quinazolin-4-ylamino)pyrrolidine-1-carboxylate), CC(C#C)(C)O (dimethyl propargyl alcohol), BrC=1C=C2C(=NC(=NC2=CC1)C1=C(C=CC(=C1)F)O)N[C@@H]1CN(CC1)C(=O)OC(C)(C)C ((S)-tert-butyl 3-(6-bromo-2-(5-fluoro-2-hydroxyphenyl)quinazolin-4-ylamino)pyrrolidine-1-carboxylate). The product is FC1=CC(=C(C=C1)O)C1=NC2=CC=C(C=C2C(=N1)N[C@@H]1CNCC1)C#CC(C)(C)O ((S)-4-Fluoro-2-(6-(3-hydroxy-3-methylbut-1-ynyl)-4-(pyrrolidin-3-ylamino)quinazolin-2-yl)phenol). As a reaction SMILES: BrC1C=C2C(=CC=1)N=C(C1C=CC=CC=1O)N=C2N[C@H]1CCN(C(OC(C)(C)C)=O)C1.[CH3:32][C:33]([OH:37])([CH3:36])[C:34]#[CH:35].Br[C:39]1[CH:40]=[C:41]2[C:46](=[CH:47][CH:48]=1)[N:45]=[C:44]([C:49]1[CH:54]=[C:53]([F:55])[CH:52]=[CH:51][C:50]=1[OH:56])[N:43]=[C:42]2[NH:57][C@H:58]1[CH2:62][CH2:61][N:60](C(OC(C)(C)C)=O)[CH2:59]1.OC1C=CC=CC=1C1N=C(N[C@H]2CCN(C(OC(C)(C)C)=O)C2)C2C(=CC=C(C#CCO)C=2)N=1>>[F:55][C:53]1[CH:52]=[CH:51][C:50]([OH:56])=[C:49]([C:44]2[N:43]=[C:42]([NH:57][C@H:58]3[CH2:62][CH2:61][NH:60][CH2:59]3)[C:41]3[C:46](=[CH:47][CH:48]=[C:39]([C:35]#[C:34][C:33]([OH:37])([CH3:36])[CH3:32])[CH:40]=3)[N:45]=2)[CH:54]=1. Procedure: The title compound was prepared using a method analogous to that described in Synthesis 59, replacing propargyl alcohol and (S)-tert-butyl 3-(6-bromo-2-(2-hydroxyphenyl)quinazolin-4-ylamino)pyrrolidine-1-carboxylate with dimethyl propargyl alcohol and (S)-tert-butyl 3-(6-bromo-2-(5-fluoro-2-hydroxyphenyl)quinazolin-4-ylamino)pyrrolidine-1-carboxylate in Synthesis 59-A. Reactants: C(C)OC(=O)C1=C(N=C2N1CCCC2)N(C)C(C2=CC(=CC=C2)Cl)=O (2-[(3-chloro-benzoyl)-methyl-amino]-5,6,7,8-tetrahydro-imidazo[1,2-a]pyridine-3-carboxylic acid ethyl ester), COC(=O)C1=C(N=C2N1CCCC2)N(C)C(C2=CC(=CC=C2)Cl)=O (2-[(3-chloro-benzoyl)-methyl-amino]-5,6,7,8-tetrahydro-imidazo[1,2-a]pyridine-3-carboxylic acid methyl ester), [OH-].[Na+] (NaOH). Solvent: CO.O1CCOCC1 (MeOH dioxan), O (water), O (water). The product is ClC=1C=C(C(=O)N(C=2N=C3N(CCCC3)C2C(=O)O)C)C=CC1 (2-[(3-chloro-benzoyl)-methyl-amino]-5,6,7,8-tetrahydro-imidazo[1,2-a]pyridine-3-carboxylic acid), N=1C=C(N2C1CCCC2)C(=O)O (5,6,7,8-tetrahydro-imidazo[1,2-a]pyridine-3-carboxylic acid). Reaction SMILES: C([O:3][C:4]([C:6]1[N:10]2[CH2:11][CH2:12][CH2:13][CH2:14][C:9]2=[N:8][C:7]=1[N:15]([C:17](=[O:25])[C:18]1[CH:23]=[CH:22][CH:21]=[C:20]([Cl:24])[CH:19]=1)[CH3:16])=[O:5])C.C[O:27][C:28]([C:30]1[N:34]2[CH2:35][CH2:36][CH2:37][CH2:38][C:33]2=[N:32][C:31]=1N(C(=O)C1C=CC=C(Cl)C=1)C)=[O:29].[OH-].[Na+]>CO.O1CCOCC1.O>[Cl:24][C:20]1[CH:19]=[C:18]([CH:23]=[CH:22][CH:21]=1)[C:17]([N:15]([CH3:16])[C:7]1[N:8]=[C:9]2[CH2:14][CH2:13][CH2:12][CH2:11][N:10]2[C:6]=1[C:4]([OH:5])=[O:3])=[O:25].[N:32]1[CH:31]=[C:30]([C:28]([OH:29])=[O:27])[N:34]2[CH2:35][CH2:36][CH2:37][CH2:38][C:33]=12 |f:2.3,4.5|. Procedure details: 2-[(3-chloro-benzoyl)-methyl-amino]-5,6,7,8-tetrahydro-imidazo[1,2-a]pyridine-3-carboxylic acid ethyl ester and 2-[(3-chloro-benzoyl)-methyl-amino]-5,6,7,8-tetrahydro-imidazo[1,2-a]pyridine-3-carboxylic acid methyl ester (1.0 mmol together) were dissolved in a solution of 16 mL MeOH/dioxan/4 M NaOH in water in a ratio of 15/4/1, and the solution was stirred over night at room temperature. Further NaOH in water (1.5 mL, 6 mmol) was added thereto. After 45 minutes the solvent was removed under vac... The reactants are S1C(=CC=C1)CCCC(=O)O (4-(2-thienyl)butanoic acid), C(C)(C)(C)OC(NCC1CCN(CC1)S(=O)(=O)C1=CC=C(C=C1)N)=O ([1-(4-aminobenzen-esulfonyl)-piperidin-4-ylmethyl]-carbamic acid t-butyl ester), C(=O)(N1C=NC=C1)N1C=NC=C1 (carbonyldiimidazole). Solvent: C(Cl)Cl (methylene chloride). The product is C(C)(C)(C)OC(NCC1CCN(CC1)S(=O)(=O)C1=CC=C(C=C1)NC(=O)NCCCC=1SC=CC1)=O ([1-({4-[({[3-(2-Thienyl)propyl]amino}-carbonyl)amino]phenyl}sulfonyl)-4-piperidinyl]methylcarbamic Acid t-Butyl Ester). RXN SMILES: [S:1]1[CH:5]=[CH:4][CH:3]=[C:2]1[CH2:6][CH2:7][CH2:8]C(O)=O.[C:12]([O:16][C:17](=[O:36])[NH:18][CH2:19][CH:20]1[CH2:25][CH2:24][N:23]([S:26]([C:29]2[CH:34]=[CH:33][C:32]([NH2:35])=[CH:31][CH:30]=2)(=[O:28])=[O:27])[CH2:22][CH2:21]1)([CH3:15])([CH3:14])[CH3:13].[C:37](N1C=CN=C1)([N:39]1C=CN=C1)=[O:38]>C(Cl)Cl>[C:12]([O:16][C:17](=[O:36])[NH:18][CH2:19][CH:20]1[CH2:25][CH2:24][N:23]([S:26]([C:29]2[CH:34]=[CH:33][C:32]([NH:35][C:37]([NH:39][CH2:8][CH2:7][CH2:6][C:2]3[S:1][CH:5]=[CH:4][CH:3]=3)=[O:38])=[CH:31][CH:30]=2)(=[O:28])=[O:27])[CH2:22][CH2:21]1)([CH3:15])([CH3:13])[CH3:14]. Reported procedure: A solution of 4-(2-thienyl)butanoic acid (1.35 g, 7.90 mmol), [1-(4-aminobenzen-esulfonyl)-piperidin-4-ylmethyl]-carbamic acid t-butyl ester (2.90 g, 7.90 mmol) and carbonyldiimidazole (1.27 g, 7.9 mmol) in methylene chloride was stirred overnight at ambient temperature. The reaction mixture was washed with 1N NaOH, 1N HCl, and brine. The organic phase was dried (Na2SO4) and concentrated in vacuo to give near quantitative yield of the title compound. As a reaction SMILES: [CH2:1]([CH3:2])[O:3][P:4]([O:5][CH2:6][CH3:7])(=[O:8])[c:9]1[cH:10][c:11](-[c:15]2[cH:16][cH:17][c:18]([CH2:21][C:22]([n:23]3[c:24]4[cH:25][cH:26][cH:27][cH:28][c:29]4[n:30][n:31]3)([c:32]3[cH:33][cH:34][cH:35][cH:36][cH:37]3)[CH2:38][c:39]3[cH:40][cH:41][c:42]([C:43]([F:44])([F:45])[P:46]([OH:47])([OH:48])=[O:49])[cH:50][cH:51]3)[cH:19][cH:20]2)[cH:12][cH:13][cH:14]1.[CH3:52][CH2:53][O:54][C:55]([CH3:56])=[O:57].[Cl:59][CH:60]([Cl:61])[Cl:62].[O:63]=[CH:64][N:65]([CH3:66])[CH3:67].[OH2:58]>>[CH2:1]([CH3:2])[O:3][P:4]([O:5][CH2:6][CH3:7])(=[O:8])[c:9]1[cH:10][c:11](-[c:15]2[cH:16][cH:17][c:18]([CH2:21][Cl:59])[cH:19][cH:20]2)[cH:12][cH:13][cH:14]1. The reactants are CCOP(=O)(OCC)c1cccc(-c2ccc(CC(Cc3ccc(C(F)(F)P(=O)(O)O)cc3)(c3ccccc3)n3nnc4ccccc43)cc2)c1, CCOC(C)=O, ClC(Cl)Cl, CN(C)C=O, O. The product is CCOP(=O)(OCC)c1cccc(-c2ccc(CCl)cc2)c1. Starting materials: [H-].[Na+] (sodium hydride), C1=CC=CC2=C1C(NC1=C(S2)C=CC=C1)=O (dibenz[b,f][1,4]thiazepin-11(10H)-one), BrCCC (1-bromopropane). The solvent is CN(C=O)C (dimethylformamide). Run at temperature 50 celsius, time 1 hour. Yields the product C(CC)N1C2=C(SC3=C(C1=O)C=CC=C3)C=CC=C2 (10-n-propyl-dibenz[b,f][1,4]thiazepin-11(10H)-one). Yield: 91.0%. As a reaction SMILES: [H-].[Na+].[CH:3]1[C:8]2[C:9](=[O:18])[NH:10][C:11]3[CH:17]=[CH:16][CH:15]=[CH:14][C:12]=3[S:13][C:7]=2[CH:6]=[CH:5][CH:4]=1.Br[CH2:20][CH2:21][CH3:22]>CN(C)C=O>[CH2:20]([N:10]1[C:9](=[O:18])[C:8]2[CH:3]=[CH:4][CH:5]=[CH:6][C:7]=2[S:13][C:12]2[CH:14]=[CH:15][CH:16]=[CH:17][C:11]1=2)[CH2:21][CH3:22] |f:0.1|. Procedure details: 0.14 grams of a 50% dispersion of sodium hydride in mineral oil was added to a solution of dibenz[b,f][1,4]thiazepin-11(10H)-one in 10 ml of dimethylformamide. After 15 minutes the mixture was warmed to 50° C. and stirred under argon for one hour. After allowing the mixture to cool to room temperature, 0.34 grams of 1-bromopropane was added slowly. The reaction mixture was stirred for 5 hours, after which time it was quenched with water and the product extracted with diethyl ether. The extracts ...